Dataset: the Open Reaction Database (ORD), a public repository of structured organic reaction records. Task: describe an organic reaction: reactants, conditions, products, and yield Starting materials: BrC1=C(C=C(C=C1)F)O (2-bromo-5-fluoro-phenol), BrC1(CC1)C (bromo-methyl-cyclopropane). The product is BrC1=C(C=C(C=C1)F)OCC1CC1 (1-Bromo-2-cyclopropylmethoxy-4-fluoro-benzene). Reaction SMILES: [Br:1][C:2]1[CH:7]=[CH:6][C:5]([F:8])=[CH:4][C:3]=1[OH:9].Br[C:11]1([CH3:14])[CH2:13][CH2:12]1>>[Br:1][C:2]1[CH:7]=[CH:6][C:5]([F:8])=[CH:4][C:3]=1[O:9][CH2:14][CH:11]1[CH2:13][CH2:12]1. Procedure details: Starting from commercially available 2-bromo-5-fluoro-phenol and commercially available bromo-methyl-cyclopropane the title compound is obtained as colorless oil after distillation at 5×103 mbar. Reactants: [OH-].[K+] (potassium hydroxide), C(C)(C)(C)C=1C=C(C=C(C1)C(C)(C)C)O[C@@H](C(=O)OC)C (Methyl (2R)-2-(3,5-di-t-butylphenyloxy)propanate), Cl (hydrochloric acid). RXN SMILES: [OH-].[K+].[C:3]([C:7]1[CH:8]=[C:9]([O:17][C@H:18]([CH3:23])[C:19]([O:21]C)=[O:20])[CH:10]=[C:11]([C:13]([CH3:16])([CH3:15])[CH3:14])[CH:12]=1)([CH3:6])([CH3:5])[CH3:4].Cl>O.O1CCCC1>[C:3]([C:7]1[CH:8]=[C:9]([O:17][C@H:18]([CH3:23])[C:19]([OH:21])=[O:20])[CH:10]=[C:11]([C:13]([CH3:14])([CH3:15])[CH3:16])[CH:12]=1)([CH3:4])([CH3:5])[CH3:6] |f:0.1|. Run at time 8 hour. Procedure: To a solution of 2.0 g (36 mmol) of potassium hydroxide in water (100 mL) and tetrahydrofuran (100 mL) was added 11.48 g (36 mmol) of methyl (2R)-2-(3,5-di-t-butylphenyloxy)propanate (13). The reaction mixture was allowed to stir overnight at room temperature. The reaction mixture was acidified to pH 2 with concentrated hydrochloric acid and the resulting solution was extracted with diethyl ether (3×200 mL). The combined extracts were washed with an aqueous saturated sodium chloride solution (1×... The solvent is O (water), O1CCCC1 (tetrahydrofuran). Yield: 81.8%. Product: C(C)(C)(C)C=1C=C(C=C(C1)C(C)(C)C)O[C@@H](C(=O)O)C ((2R)-2-(3,5-Di-t-butylphenyloxy)propanoic Acid). Starting materials: BrCc1ccccc1, O=C([O-])[O-], CN(C)C=O, CCOC(=O)C(C)(C)Oc1ccc(CNc2ccc(Cl)cc2)cc1, Cl, [K+], [K+]. Product: CCOC(=O)C(C)(C)Oc1ccc(CN(Cc2ccccc2)c2ccc(Cl)cc2)cc1. RXN SMILES: [Br:1][CH2:2][c:3]1[cH:4][cH:5][cH:6][cH:7][cH:8]1.[C:34](=[O:35])([O-:36])[O-:37].[CH3:40][N:41]([CH3:42])[CH:43]=[O:44].[Cl:10][c:11]1[cH:12][cH:13][c:14]([NH:15][CH2:16][c:17]2[cH:18][cH:19][c:20]([O:21][C:22]([C:23](=[O:24])[O:25][CH2:26][CH3:27])([CH3:28])[CH3:29])[cH:30][cH:31]2)[cH:32][cH:33]1.[ClH:9].[K+:38].[K+:39]>>[CH2:2]([c:3]1[cH:4][cH:5][cH:6][cH:7][cH:8]1)[N:15]([c:14]1[cH:13][cH:12][c:11]([Cl:10])[cH:33][cH:32]1)[CH2:16][c:17]1[cH:18][cH:19][c:20]([O:21][C:22]([C:23](=[O:24])[O:25][CH2:26][CH3:27])([CH3:28])[CH3:29])[cH:30][cH:31]1. Starting materials: O=C([O-])[O-], c1ccc2c3c(sc2c1)CNCC3, CC#N, Cc1ccccc1, N#CCCCCl, [Na+], [Na+]. Product: N#CCCCN1CCc2c(sc3ccccc23)C1. As a reaction SMILES: [C:14](=[O:15])([O-:16])[O-:17].[CH2:1]1[NH:2][CH2:3][CH2:4][c:5]2[c:6]1[s:7][c:8]1[c:9]2[cH:10][cH:11][cH:12][cH:13]1.[CH3:26][C:27]#[N:28].[CH3:29][c:30]1[cH:31][cH:32][cH:33][cH:34][cH:35]1.[Cl:20][CH2:21][CH2:22][CH2:23][C:24]#[N:25].[Na+:18].[Na+:19]>>[CH2:1]1[N:2]([CH2:21][CH2:22][CH2:23][C:24]#[N:25])[CH2:3][CH2:4][c:5]2[c:6]1[s:7][c:8]1[c:9]2[cH:10][cH:11][cH:12][cH:13]1. The reactants are C(C)OC(=O)C1=CC(=NN1)C=CC1=CC(=C(C=C1)O)OC (Ethyl-3-[β-(3-methoxy-4-hydroxyphenyl)ethenyl]-1H-pyrazole-5-carboxylate), [OH-].[K+] (KOH), Cl (HCl). Solvent: O (H2O), CCO (EtOH). Yields the product COC=1C=C(C=CC1O)C=CC1=NNC(=C1)C(=O)O (3-[β-(3-Methoxy-4-hydroxyphenyl)ethenyl]-1H-pyrazole-5-carboxylic acid). Isolated yield 67.8%. As a reaction SMILES: C([O:3][C:4]([C:6]1[NH:10][N:9]=[C:8]([CH:11]=[CH:12][C:13]2[CH:18]=[CH:17][C:16]([OH:19])=[C:15]([O:20][CH3:21])[CH:14]=2)[CH:7]=1)=[O:5])C.[OH-].[K+].Cl>CCO.O>[CH3:21][O:20][C:15]1[CH:14]=[C:13]([CH:12]=[CH:11][C:8]2[CH:7]=[C:6]([C:4]([OH:5])=[O:3])[NH:10][N:9]=2)[CH:18]=[CH:17][C:16]=1[OH:19] |f:1.2|. Procedure: Ethyl-3-[β-(3-methoxy-4-hydroxyphenyl)ethenyl]-1H-pyrazole-5-carboxylate (0.49 g, 1.7 mmoles) is added to a solution of KOH (0.38 g, 6.8 mmoles) in 0 ml EtOH. The reaction is warmed to reflux overnight. After cooling to room temperature, the reaction is diluted to 200 ml with H2O, and acidified to pH=4 with HCl. A white precipitate forms, and it is collected by filtration. Drying in vacuum in the presence of P2O5 gives 0.3 g (68%) of the desired product, mp=270°-271° C. (dec).